This data is from the Open Reaction Database (ORD), a public repository of structured organic reaction records. The task is: describe an organic reaction: reactants, conditions, products, and yield Reactants: C1CCOC1, COC(=O)C1CCN(C(=O)OC(C)(C)C)CC1. Yields the product CC(C)(C)OC(=O)N1CCC(CO)CC1. Reaction SMILES: [CH2:18]1[O:19][CH2:20][CH2:21][CH2:22]1.[N:1]1([C:11](=[O:12])[O:13][C:14]([CH3:15])([CH3:16])[CH3:17])[CH2:2][CH2:3][CH:4]([C:7](=[O:8])[O:9][CH3:10])[CH2:5][CH2:6]1>>[N:1]1([C:11](=[O:12])[O:13][C:14]([CH3:15])([CH3:16])[CH3:17])[CH2:2][CH2:3][CH:4]([CH2:7][OH:8])[CH2:5][CH2:6]1. The reactants are CC(C)(C)OC(=O)NCCCC(=O)c1ccc(Br)cc1, O=C(O)C(F)(F)F, [Na+], [OH-]. The product is Brc1ccc(C2=NCCC2)cc1. RXN SMILES: [Br:1][c:2]1[cH:3][cH:4][c:5]([C:8]([CH2:9][CH2:10][CH2:11][NH:12][C:14](=[O:15])[O:16][C:17]([CH3:18])([CH3:19])[CH3:20])=[O:13])[cH:6][cH:7]1.[F:23][C:24]([F:25])([F:26])[C:27]([OH:28])=[O:29].[Na+:22].[OH-:21]>>[Br:1][c:2]1[cH:3][cH:4][c:5]([C:8]2=[N:12][CH2:11][CH2:10][CH2:9]2)[cH:6][cH:7]1. Starting materials: CC=1N=C(C2=C(N1)N(C(=C2C)C)C2=C(C=C(C=C2C)C)C)C(CC)=NO (1-[-2,5,6-Trimethyl-7-(2,4,6-trimethyl phenyl )-7H-pyrrolo[2,3-d]-pyrim-idin-4-yl]-propan-1-one oxime). The reagents and catalysts are [Pd] (Pd/C). Solvent: CO (MeOH). Product: CC=1N=C(C2=C(N1)N(C(=C2C)C)C2=C(C=C(C=C2C)C)C)C(CC)N (1-[2,5,6-Trimethyl-7-(2,4,6-trimethylphenyl)-7H-pyrrolo[2,3-d]pyrimidin-4-yl]-propylamine). RXN SMILES: [CH3:1][C:2]1[N:3]=[C:4]([C:22](=[N:25]O)[CH2:23][CH3:24])[C:5]2[C:10]([CH3:11])=[C:9]([CH3:12])[N:8]([C:13]3[C:18]([CH3:19])=[CH:17][C:16]([CH3:20])=[CH:15][C:14]=3[CH3:21])[C:6]=2[N:7]=1>CO.[Pd]>[CH3:1][C:2]1[N:3]=[C:4]([CH:22]([NH2:25])[CH2:23][CH3:24])[C:5]2[C:10]([CH3:11])=[C:9]([CH3:12])[N:8]([C:13]3[C:14]([CH3:21])=[CH:15][C:16]([CH3:20])=[CH:17][C:18]=3[CH3:19])[C:6]=2[N:7]=1. Reported procedure: Hydrogenation of 1-[-2,5,6-Trimethyl-7-(2,4,6-trimethyl phenyl )-7H-pyrrolo[2,3-d]-pyrim-idin-4-yl]-propan-1-one oxime with 10% Pd/C in MeOH using the general procedure described in Example 29 resulted in the title compound. The reactants are C(O)(O)=O.CC1=NC=C(C(=N1)N)CN (2-methyl-4-amino-5-aminomethylpyrimidine carbonate). Solvent: C(C)(C)O (isopropanol). Reaction conditions: temperature 85 celsius. Product: CC1=NC=C(C(=N1)N)CN (2-methyl-4-amino-5-aminomethylpyrimidine). RXN SMILES: C(=O)(O)O.[CH3:5][C:6]1[N:11]=[C:10]([NH2:12])[C:9]([CH2:13][NH2:14])=[CH:8][N:7]=1>C(O)(C)C>[CH3:5][C:6]1[N:11]=[C:10]([NH2:12])[C:9]([CH2:13][NH2:14])=[CH:8][N:7]=1 |f:0.1|. Procedure details: An amount of 170 g of isopropanol was added to 30.0 g of the 2-methyl-4-amino-5-aminomethylpyrimidine carbonate thus obtained, followed by heating at about 85° C. for 180 minutes to give 2-methyl-4-amino-5-aminomethylpyrimidine with purity of 99.0%. The reactants are FC(F)(F)CCCBr, NC(=O)c1ccc(Oc2ccc3c(c2)CCCNC3)nc1, CCOC(C)=O, [K+], [K+], O=C([O-])[O-], CN(C)C=O. Product: NC(=O)c1ccc(Oc2ccc3c(c2)CCCN(CCCC(F)(F)F)C3)nc1. As a reaction SMILES: [Br:28][CH2:29][CH2:30][CH2:31][C:32]([F:33])([F:34])[F:35].[CH2:1]1[NH:2][CH2:3][CH2:4][CH2:5][c:6]2[c:7]1[cH:8][cH:9][c:10]([O:12][c:13]1[n:14][cH:15][c:16]([C:17](=[O:18])[NH2:19])[cH:20][cH:21]1)[cH:11]2.[CH3:36][CH2:37][O:38][C:39](=[O:40])[CH3:41].[K+:22].[K+:23].[O-:24][C:25]([O-:26])=[O:27].[O:42]=[CH:43][N:44]([CH3:45])[CH3:46]>>[CH2:1]1[N:2]([CH2:29][CH2:30][CH2:31][C:32]([F:33])([F:34])[F:35])[CH2:3][CH2:4][CH2:5][c:6]2[c:7]1[cH:8][cH:9][c:10]([O:12][c:13]1[n:14][cH:15][c:16]([C:17](=[O:18])[NH2:19])[cH:20][cH:21]1)[cH:11]2. Reactants: CCCCc1ccc(CNCCCCCCO)cc1, Cc1ccccc1, O=C(Nc1ccc(F)cc1F)Oc1ccccc1. The product is CCCCc1ccc(CN(CCCCCCO)C(=O)Nc2ccc(F)cc2F)cc1. Reaction SMILES: [CH2:1]([CH2:2][CH2:3][CH3:4])[c:5]1[cH:6][cH:7][c:8]([CH2:11][NH:12][CH2:13][CH2:14][CH2:15][CH2:16][CH2:17][CH2:18][OH:19])[cH:9][cH:10]1.[CH3:38][c:39]1[cH:40][cH:41][cH:42][cH:43][cH:44]1.[c:20]1([O:26][C:27](=[O:21])[NH:28][c:29]2[c:30]([F:36])[cH:31][c:32]([F:35])[cH:33][cH:34]2)[cH:22][cH:23][cH:24][cH:25][cH:37]1>>[CH2:1]([CH2:2][CH2:3][CH3:4])[c:5]1[cH:6][cH:7][c:8]([CH2:11][N:12]([CH2:13][CH2:14][CH2:15][CH2:16][CH2:17][CH2:18][OH:19])[C:27](=[O:26])[NH:28][c:29]2[c:30]([F:36])[cH:31][c:32]([F:35])[cH:33][cH:34]2)[cH:9][cH:10]1. Reactants: O=C([O-])[O-], CC1(C)OB(c2cn[nH]c2)OC1(C)C, [Cs+], [Cs+], c1ccc2ccccc2c1. Yields the product CC1(C)OB(c2cnn(Cc3ccc4ccccc4c3)c2)OC1(C)C. As a reaction SMILES: [C:25](=[O:26])([O-:27])[O-:28].[CH3:1][C:2]1([CH3:14])[O:3][B:4]([c:9]2[cH:10][n:11][nH:12][cH:13]2)[O:5][C:6]1([CH3:7])[CH3:8].[Cs+:29].[Cs+:30].[cH:15]1[cH:16][cH:17][c:18]2[cH:19][cH:20][cH:21][cH:22][c:23]2[cH:24]1>>[CH3:1][C:2]1([CH3:14])[O:3][B:4]([c:9]2[cH:10][n:11][n:12]([CH2:25][c:15]3[cH:16][cH:17][c:18]4[cH:19][cH:20][cH:21][cH:22][c:23]4[cH:24]3)[cH:13]2)[O:5][C:6]1([CH3:7])[CH3:8]. Starting materials: [Li+].[OH-] (LiOH), C(C)OC(=O)C=1N=NN(C1)C1=C(C=CC(=C1)C(NC1=C(C(=CC(=C1)C(C)(C)C)S(NC)(=O)=O)OC)=O)C (1-[5-(5-tert-Butyl-2-methoxy-3-methylsulfamoylphenylcarbamoyl)-2-methyl-phenyl]-1H-[1,2,3]triazole-4-carboxylic acid ethyl ester), Cl (HCl). The solvent is O (water), CO (MeOH). Conditions: time 8 hour. The product is C(C)(C)(C)C=1C=C(C(=C(C1)NC(=O)C=1C=CC(=C(C1)N1N=NC(=C1)C(=O)O)C)OC)S(NC)(=O)=O (1-[5-(5-tert-Butyl-2-methoxy-3-methylsulfamoyl-phenylcarbamoyl)-2-methyl-phenyl]-1H-[1,2,3]triazole-4-carboxylic acid). Isolated yield 102.4%. Reaction SMILES: C([O:3][C:4]([C:6]1[N:7]=[N:8][N:9]([C:11]2[CH:16]=[C:15]([C:17](=[O:36])[NH:18][C:19]3[CH:24]=[C:23]([C:25]([CH3:28])([CH3:27])[CH3:26])[CH:22]=[C:21]([S:29](=[O:33])(=[O:32])[NH:30][CH3:31])[C:20]=3[O:34][CH3:35])[CH:14]=[CH:13][C:12]=2[CH3:37])[CH:10]=1)=[O:5])C.[Li+].[OH-].Cl>CO.O>[C:25]([C:23]1[CH:22]=[C:21]([S:29](=[O:33])(=[O:32])[NH:30][CH3:31])[C:20]([O:34][CH3:35])=[C:19]([NH:18][C:17]([C:15]2[CH:14]=[CH:13][C:12]([CH3:37])=[C:11]([N:9]3[CH:10]=[C:6]([C:4]([OH:5])=[O:3])[N:7]=[N:8]3)[CH:16]=2)=[O:36])[CH:24]=1)([CH3:28])([CH3:26])[CH3:27] |f:1.2|. Procedure details: The above ester (230 mg, 0.434 mmol) was dissolved in 7 mL of MeOH. A solution of 250 mg (5.99 mmol) of LiOH in 2 mL of water was added at RT. The resulting mixture was stirred overnight, then acidified with 4N HCl and extracted with EtOAc (4×30 mL). The extracts were combined, dried over MgSO4, filtered and concentrated to provide 223 mg of 1-[5-(5-tert-Butyl-2-methoxy-3-methylsulfamoyl-phenylcarbamoyl)-2-methyl-phenyl]-1H-[1,2,3]triazole-4-carboxylic acid as a brown foam (>90% by LCMS). Starting materials: resultant mixture, C([O-])([O-])=O.[K+].[K+] (Potassium carbonate), ClC1=CC(=C(C(=O)OC)C=C1)NS(=O)(=O)C (methyl 4-chloro-2-(N-methylsulphonylamino)benzoate), CI (methyl iodide). The solvent is CC(=O)C (acetone). Conditions: time 15 minute. Yields the product ClC1=CC(=C(C(=O)OC)C=C1)N(S(=O)(=O)C)C (methyl 4-chloro-2-(N-methyl-N-methylsulphonylamino)benzoate). Isolated yield 62.0%. RXN SMILES: [C:1](=O)([O-])[O-].[K+].[K+].[Cl:7][C:8]1[CH:17]=[CH:16][C:11]([C:12]([O:14][CH3:15])=[O:13])=[C:10]([NH:18][S:19]([CH3:22])(=[O:21])=[O:20])[CH:9]=1.CI>CC(C)=O>[Cl:7][C:8]1[CH:17]=[CH:16][C:11]([C:12]([O:14][CH3:15])=[O:13])=[C:10]([N:18]([CH3:1])[S:19]([CH3:22])(=[O:20])=[O:21])[CH:9]=1 |f:0.1.2|. Procedure: Potassium carbonate (12.5 g) was added to a stirred solution of methyl 4-chloro-2-(N-methylsulphonylamino)benzoate (7.5 g) in acetone. The mixture was stirred for 15 minutes and methyl iodide (8.0 g) was added. The resultant mixture was stirred at room temperature for 1 hour and left to stand overnight. The mixture was evaporated to dryness and the residue was dissolved in ethyl acetate and washed with sodium hydroxide solution (2M) and water, dried (anhydrous magnesium sulphate) and filtered. T... Reactants: CC1(OB(OC1(C)C)C1=C(SC=C1)C)C (4,4,5,5-tetramethyl-2-(2-methyl-thiophen-3-yl)-[1,3,2]dioxaborolane), CC(=O)C (acetone), NaIO4. Run in O (water). Run at time 24 hour. Product: CC=1SC=CC1B(O)O (2-Methyl-thiophene-3-boronic acid). Isolated yield 81.0%. RXN SMILES: CC1(C)C(C)(C)[O:5][B:4]([C:9]2[CH:13]=[CH:12][S:11][C:10]=2[CH3:14])[O:3]1.CC(C)=O>O>[CH3:14][C:10]1[S:11][CH:12]=[CH:13][C:9]=1[B:4]([OH:5])[OH:3]. Reported procedure: To a solution of 4,4,5,5-tetramethyl-2-(2-methyl-thiophen-3-yl)-[1,3,2]dioxaborolane (1.52 g, 6.78 mmol), acetone (15 mL) and water (15 mL) is added NaIO4 (2.90 g, 13.56 mmol). The solution is stirred at ambient temperature for 24 hours, then heated to a reflux for 24 hours. The solution is concentrated dissolved in EtOAc (1450 mL), washed with water (100 mL), dried over MgSO4, filtered and concentrated to furnish the title compound (0.75 g, 5.49 mmol, 78%). 1H NMR (CDCl3), δ 2.93 (s, 3H), 7.10 ...